This data is from the Open Reaction Database (ORD), a public repository of structured organic reaction records. The task is: describe an organic reaction: reactants, conditions, products, and yield Product: C(C1=CC=CC=C1)OC(N[C@@H](COC)CO)=O ((R)-(1-hydroxymethyl-2-methoxy-ethyl)-carbamic acid benzyl ester). Yield: 64.2%. As a reaction SMILES: [Cl-].[Ca+2].[Cl-].[BH4-].[Na+].[CH3:6][O:7][C:8](=O)[C@@H:9]([NH:13][C:14]([O:16][CH2:17][C:18]1[CH:23]=[CH:22][CH:21]=[CH:20][CH:19]=1)=[O:15])[CH2:10][O:11]C>C(O)C>[CH2:17]([O:16][C:14](=[O:15])[NH:13][C@H:9]([CH2:10][OH:11])[CH2:8][O:7][CH3:6])[C:18]1[CH:19]=[CH:20][CH:21]=[CH:22][CH:23]=1 |f:0.1.2,3.4|. Solvent: C(C)O (ethanol), CCO (EtOH). Procedure details: Calcium chloride (16.63 g, 149.8 mmol) is added to a stirring suspension of sodium borohydride (11.33 g, 299.6 mmol) in ethanol (300 mL) at −40° C. The heterogeneous mixture is warmed to −20° C. and stirred for 1 h. (S)-2-Benzyloxycarbonylamino-3-methoxy-propionic acid methyl ester (20 g, 74.9 mmol) in abs EtOH (250 mL) is then added via cannula transfer. The heterogeneous mixture is stirred at −20° C. for 3 h. The reaction is quenched with water (400 mL) and carefully acidified with 1.0 M HCl. ... Conditions: temperature -20 celsius, time 3 hour. The reactants are [Cl-].[Ca+2].[Cl-] (Calcium chloride), [BH4-].[Na+] (sodium borohydride), COC([C@H](COC)NC(=O)OCC1=CC=CC=C1)=O ((S)-2-Benzyloxycarbonylamino-3-methoxy-propionic acid methyl ester). The reactants are C(C)(C)(C)OC(NC(=N)C1=CC=C(C=C1)CNC(=O)[C@@H]1CCC=2N1C(C(=CN2)NCC2=CC=CC=C2)=O)=O ((6S)-[(4-{[(3-benzylamino-4-oxo-4,6,7,8-tetrahydro-pyrrolo[1,2-a]pyrimidine-6-carbonyl)-amino]-methyl}-phenyl)-imino-methyl]-carbamic acid tert-butyl ester), C(C1=CC=CC=C1)OC(N(C1=CN=C2N(C1=O)[C@@H](C[C@@]2(C)N)C(NCC2=CC=C(C=C2)C(=N)NC(=O)OCC2=CC=CC=C2)=O)CC=C)=O ((6S,8R)-alIyl-{8-amino-6-[4-(benzyloxycarbonylamino-imino-methyl)-benzylcarbamoyl]-8-methyl-4-oxo-4,6,7,8-tetrahydro-pyrrolo [1,2-a]pyrimidin-3-yl}-carbamic acid benzyl ester), CC(=O)C (acetone), [BH-](OC(=O)C)(OC(=O)C)OC(=O)C.[Na+] (NaBH(OAc)3). The product is C(C1=CC=CC=C1)OC(N(C1=CN=C2N(C1=O)[C@@H](C[C@@]2(C)NC(C)C)C(NCC2=CC=C(C=C2)C(=N)NC(=O)OCC2=CC=CC=C2)=O)CC=C)=O ((6S,8R)-allyl-{6-[4-(benzyloxycarbonylamino-imino-methyl)-benzylcarbamoyl]-8-isopropylamino-8-methyl-4-oxo-4,6,7,8-tetrahydro-pyrrolo[1,2-a]pyrimidin-3-yl}-carbamic acid benzyl ester). Isolated yield 28.1%. RXN SMILES: [C:1](OC(=O)NC(C1C=CC(CNC([C@H]2N3C(=O)C(NCC4C=CC=CC=4)=CN=C3CC2)=O)=CC=1)=N)(C)([CH3:3])[CH3:2].[CH2:39]([O:46][C:47](=[O:87])[N:48]([CH2:84][CH:85]=[CH2:86])[C:49]1[C:54](=[O:55])[N:53]2[C@H:56]([C:61](=[O:83])[NH:62][CH2:63][C:64]3[CH:69]=[CH:68][C:67]([C:70]([NH:72][C:73]([O:75][CH2:76][C:77]4[CH:82]=[CH:81][CH:80]=[CH:79][CH:78]=4)=[O:74])=[NH:71])=[CH:66][CH:65]=3)[CH2:57][C@:58]([NH2:60])([CH3:59])[C:52]2=[N:51][CH:50]=1)[C:40]1[CH:45]=[CH:44][CH:43]=[CH:42][CH:41]=1.CC(C)=O.[BH-](OC(C)=O)(OC(C)=O)OC(C)=O.[Na+]>>[CH2:39]([O:46][C:47](=[O:87])[N:48]([CH2:84][CH:85]=[CH2:86])[C:49]1[C:54](=[O:55])[N:53]2[C@H:56]([C:61](=[O:83])[NH:62][CH2:63][C:64]3[CH:69]=[CH:68][C:67]([C:70]([NH:72][C:73]([O:75][CH2:76][C:77]4[CH:78]=[CH:79][CH:80]=[CH:81][CH:82]=4)=[O:74])=[NH:71])=[CH:66][CH:65]=3)[CH2:57][C@:58]([NH:60][CH:1]([CH3:3])[CH3:2])([CH3:59])[C:52]2=[N:51][CH:50]=1)[C:40]1[CH:45]=[CH:44][CH:43]=[CH:42][CH:41]=1 |f:3.4|. Procedure: Following a procedure similar to that for the preparation of intermediate 1k, 26a (30 mg, 0.045 mmol), acetone (5.3 mg, 0.090 mmol) and NaBH(OAc)3 (26.8 mg, 0.127 mmol) yielded 8.9 mg (28.1%) of 27a. MS (ESI) 706.2 (M+H+).